describe an organic reaction: reactants, conditions, products, and yield From a dataset of the Open Reaction Database (ORD), a public repository of structured organic reaction records. Reactants: CO, CN1CCCN(c2nc3cc(Cl)c([N+](=O)[O-])cc3o2)CC1, Cl, [H][H]. The product is CN1CCCN(c2nc3cc(Cl)c(N)cc3o2)CC1. RXN SMILES: [CH3:25][OH:26].[Cl:1][c:2]1[c:3]([N+:19]([O-:20])=[O:21])[cH:4][c:5]2[c:6]([n:7][c:8]([N:10]3[CH2:11][CH2:12][N:13]([CH3:17])[CH2:14][CH2:15][CH2:16]3)[o:9]2)[cH:18]1.[ClH:22].[H:23][H:24]>>[Cl:1][c:2]1[c:3]([NH2:19])[cH:4][c:5]2[c:6]([n:7][c:8]([N:10]3[CH2:11][CH2:12][N:13]([CH3:17])[CH2:14][CH2:15][CH2:16]3)[o:9]2)[cH:18]1. Starting materials: O=C(c1ccccc1)c1cc(Cl)ccc1NS(=O)(=O)C(F)(F)F, CC(=O)O, CN(C)CCN, CCO, NOc1ccc(Cl)cc1, Cl. Yields the product O=S(=O)(Nc1ccc(Cl)cc1C(=NOc1ccc(Cl)cc1)c1ccccc1)C(F)(F)F. RXN SMILES: [C:21]([c:22]1[cH:23][cH:24][cH:25][cH:26][cH:27]1)(=[O:28])[c:29]1[c:30]([NH:36][S:37](=[O:38])(=[O:39])[C:40]([F:41])([F:42])[F:43])[cH:31][cH:32][c:33]([Cl:35])[cH:34]1.[CH3:17][C:18](=[O:19])[OH:20].[CH3:1][N:2]([CH3:3])[CH2:4][CH2:5][NH2:6].[CH3:44][CH2:45][OH:46].[Cl:8][c:9]1[cH:10][cH:11][c:12]([O:15][NH2:16])[cH:13][cH:14]1.[ClH:7]>>[Cl:8][c:9]1[cH:10][cH:11][c:12]([O:15][N:16]=[C:21]([c:22]2[cH:23][cH:24][cH:25][cH:26][cH:27]2)[c:29]2[c:30]([NH:36][S:37](=[O:38])(=[O:39])[C:40]([F:41])([F:42])[F:43])[cH:31][cH:32][c:33]([Cl:35])[cH:34]2)[cH:13][cH:14]1. The reactants are IC (iodomethane), NC1=CC=C(OC2=NC=CC=C2C2=NC(=NC=C2)NC)C=C1 (4-(2-(4-aminophenoxy)pyridin-3-yl)-N-methylpyrimidin-2-amine), C(C1=CC=CC=C1)(=O)N=C=S (benzoyl isothiocyanate), IC (iodomethane), SiO2. Run in CC(=O)C (acetone). Run at temperature 80 celsius, time 10 minute. The product is C(C1=CC=CC=C1)(=O)NC(SC)=NC1=CC=C(C=C1)OC1=NC=CC=C1C1=NC(=NC=C1)NC (1-benzoyl-2-methyl-3-(4-(3-(2-(methylamino)pyrimidin-4-yl)pyridin-2-yloxy)phenyl)isothiourea). Reaction SMILES: [NH2:1][C:2]1[CH:22]=[CH:21][C:5]([O:6][C:7]2[C:12]([C:13]3[CH:18]=[CH:17][N:16]=[C:15]([NH:19][CH3:20])[N:14]=3)=[CH:11][CH:10]=[CH:9][N:8]=2)=[CH:4][CH:3]=1.[C:23]([N:31]=[C:32]=[S:33])(=[O:30])[C:24]1[CH:29]=[CH:28][CH:27]=[CH:26][CH:25]=1.I[CH3:35]>CC(C)=O>[C:23]([NH:31][C:32](=[N:1][C:2]1[CH:22]=[CH:21][C:5]([O:6][C:7]2[C:12]([C:13]3[CH:18]=[CH:17][N:16]=[C:15]([NH:19][CH3:20])[N:14]=3)=[CH:11][CH:10]=[CH:9][N:8]=2)=[CH:4][CH:3]=1)[S:33][CH3:35])(=[O:30])[C:24]1[CH:29]=[CH:28][CH:27]=[CH:26][CH:25]=1. Procedure: To a heterogeneous brown mixture of 4-(2-(4-aminophenoxy)pyridin-3-yl)-N-methylpyrimidin-2-amine (0.260 g, 0.886 mmol) in 2 mL acetone was added benzoyl isothiocyanate (0.136 ml, 0.975 mmol) dropwise via syringe. The mixture became homogeneous and remained brown. After 10 min, a precip formed. After 16 h, iodomethane (0.0554 ml, 0.886 mmol) was added, and the reaction was heated to 80° C. The mixture became homogeneous. After 3 h, further iodomethane (0.0554 ml, 0.886 mmol) was added and after 1... Starting materials: O (water), N1(N=CN=C1)C(C(=O)C1=C(C=C(C=C1)F)F)F (2-(1H-1,2,4-Triazol-1-yl)-2,2',4'-trifluoroacetophenone), C([O-])([O-])=O.[K+].[K+] (potassium carbonate). The reagents and catalysts are [Br-].C[P+](C1=CC=CC=C1)(C1=CC=CC=C1)C1=CC=CC=C1 (methyltriphenylphosphonium bromide). The solvent is O1CCOCC1 (1,4-dioxan). The product is FC1=C(C=CC(=C1)F)C(=C)C(N1N=CN=C1)F (2-(2,4-Difluorophenyl)-3-fluoro-3-(1H-1,2,4-triazol-1-yl)-prop-1-ene). RXN SMILES: [N:1]1([CH:6]([F:17])[C:7]([C:9]2[CH:14]=[CH:13][C:12]([F:15])=[CH:11][C:10]=2[F:16])=O)[CH:5]=[N:4][CH:3]=[N:2]1.[C:18](=O)([O-])[O-].[K+].[K+].O>[Br-].C[P+](C1C=CC=CC=1)(C1C=CC=CC=1)C1C=CC=CC=1.O1CCOCC1>[F:16][C:10]1[CH:11]=[C:12]([F:15])[CH:13]=[CH:14][C:9]=1[C:7]([CH:6]([F:17])[N:1]1[CH:5]=[N:4][CH:3]=[N:2]1)=[CH2:18] |f:1.2.3,5.6|. Procedure details: 2-(1H-1,2,4-Triazol-1-yl)-2,2',4'-trifluoroacetophenone (10 g), anhydrous potassium carbonate (7.3 g), and methyltriphenylphosphonium bromide (15.5 g) were heated under reflux for 16 hours in 1,4-dioxan (250 ml), to which water (1.0 g) had been added. The reactants are Cl (HCl), FC1=CC=C(CN2C3=C(C4=C2C(N(C(=C4C4=CC=C(C=C4)C)C(C(=O)OC)O)C)=O)COCC3)C=C1 (methyl 2-(5-(4-fluorobenzyl)-7-methyl-6-oxo-9-(p-tolyl)-1,3,4,5,6,7-hexahydropyrano[3′,4′:4,5]pyrrolo[2,3-c]pyridin-8-yl)-2-hydroxyacetate), C(C)(=O)OC(C)(C)C (tert butyl acetate), [Li+].[OH-] (LiOH), Cl(=O)(=O)(=O)O (perchloric acid). The solvent is CO (MeOH). Run at temperature 0 celsius, time 72 hour. Yields the product C(C)(C)(C)OC(C(=O)O)C1=C(C2=C(C(N1C)=O)N(C1=C2COCC1)CC1=CC=C(C=C1)F)C1=CC=C(C=C1)C (2-(tert-butoxy)-2-(5-(4-fluorobenzyl)-7-methyl-6-oxo-9-(p-tolyl)-1,3,4,5,6,7-hexahydropyrano[3′,4′:4,5]pyrrolo[2,3-c]pyridin-8-yl)acetic acid). The yield is 52.8%. Reaction SMILES: [F:1][C:2]1[CH:36]=[CH:35][C:5]([CH2:6][N:7]2[C:11]3[C:12](=[O:30])[N:13]([CH3:29])[C:14]([CH:23]([OH:28])[C:24]([O:26]C)=[O:25])=[C:15]([C:16]4[CH:21]=[CH:20][C:19]([CH3:22])=[CH:18][CH:17]=4)[C:10]=3[C:9]3[CH2:31][O:32][CH2:33][CH2:34][C:8]2=3)=[CH:4][CH:3]=1.C(O[C:41]([CH3:44])([CH3:43])[CH3:42])(=O)C.Cl(O)(=O)(=O)=O.[Li+].[OH-].Cl>CO>[C:41]([O:28][CH:23]([C:14]1[N:13]([CH3:29])[C:12](=[O:30])[C:11]2[N:7]([CH2:6][C:5]3[CH:35]=[CH:36][C:2]([F:1])=[CH:3][CH:4]=3)[C:8]3[CH2:34][CH2:33][O:32][CH2:31][C:9]=3[C:10]=2[C:15]=1[C:16]1[CH:21]=[CH:20][C:19]([CH3:22])=[CH:18][CH:17]=1)[C:24]([OH:26])=[O:25])([CH3:44])([CH3:43])[CH3:42] |f:3.4|. Reported procedure: A solution of methyl 2-(5-(4-fluorobenzyl)-7-methyl-6-oxo-9-(p-tolyl)-1,3,4,5,6,7-hexahydropyrano[3′,4′:4,5]pyrrolo[2,3-c]pyridin-8-yl)-2-hydroxyacetate (26 mg, 0.053 mmol) was dissolved in tert butyl acetate (618 μl, 5.30 mmol), cooled to 0° C. and treated with perchloric acid (7.21 μl, 0.053 mmol) and the reaction vessel was transferred to the fridge. After 72 h (weekend), the reaction mixture was partitioned between EtOAc and sat. aq. NaHCO3 and the organic layer was washed with brine, dried ... Yields the product COC(=O)c1csc(-c2ncco2)c1. The reactants are CCCC[Sn](CCCC)(CCCC)c1ncco1, COC(=O)c1csc(Br)c1, Cc1ccccc1, [Pd], c1ccc(P(c2ccccc2)c2ccccc2)cc1, c1ccc(P(c2ccccc2)c2ccccc2)cc1, c1ccc(P(c2ccccc2)c2ccccc2)cc1, c1ccc(P(c2ccccc2)c2ccccc2)cc1. RXN SMILES: [CH2:11]([Sn:12]([CH2:13][CH2:14][CH2:15][CH3:21])([c:16]1[o:17][cH:18][cH:19][n:20]1)[CH2:22][CH2:23][CH2:24][CH3:25])[CH2:26][CH2:27][CH3:28].[CH3:1][O:2][C:3](=[O:4])[c:5]1[cH:6][s:7][c:8]([Br:10])[cH:9]1.[CH3:29][c:30]1[cH:31][cH:32][cH:33][cH:34][cH:35]1.[Pd:112].[c:36]1([P:37]([c:38]2[cH:39][cH:40][cH:41][cH:42][cH:43]2)[c:44]2[cH:45][cH:46][cH:47][cH:48][cH:49]2)[cH:50][cH:51][cH:52][cH:53][cH:54]1.[c:55]1([P:56]([c:57]2[cH:58][cH:59][cH:60][cH:61][cH:62]2)[c:63]2[cH:64][cH:65][cH:66][cH:67][cH:68]2)[cH:69][cH:70][cH:71][cH:72][cH:73]1.[c:74]1([P:75]([c:76]2[cH:77][cH:78][cH:79][cH:80][cH:81]2)[c:82]2[cH:83][cH:84][cH:85][cH:86][cH:87]2)[cH:88][cH:89][cH:90][cH:91][cH:92]1.[c:93]1([P:94]([c:95]2[cH:96][cH:97][cH:98][cH:99][cH:100]2)[c:101]2[cH:102][cH:103][cH:104][cH:105][cH:106]2)[cH:107][cH:108][cH:109][cH:110][cH:111]1>>[CH3:1][O:2][C:3](=[O:4])[c:5]1[cH:6][s:7][c:8](-[c:16]2[o:17][cH:18][cH:19][n:20]2)[cH:9]1. Starting materials: NC=1C=CC(=C(C1)C=1C2=C(C(N(C1)C)=O)NC=C2)OC2=CC=CC=C2 (4-(5-amino-2-phenoxyphenyl)-6-methyl-1,6-dihydro-7H-pyrrolo[2,3-c]pyridin-7-one), C(C)S(=O)(=O)Cl (ethanesulfonyl chloride), CS(=O)(=O)Cl (methanesulfonyl chloride). The product is CN1C(C2=C(C(=C1)C=1C=C(C=CC1OC1COCC1)NS(=O)(=O)CC)C=CN2)=O (N-[3-(6-methyl-7-oxo-6,7-dihydro-1H-pyrrolo[2,3-c]pyridin-4-yl)-4-(tetrahydrofuran-3-yloxy)phenyl]ethanesulfonamide). RXN SMILES: [NH2:1][C:2]1[CH:3]=[CH:4][C:5]([O:19][C:20]2[CH:25]=[CH:24]C=C[CH:21]=2)=[C:6]([C:8]2[C:9]3[CH:18]=[CH:17][NH:16][C:10]=3[C:11](=[O:15])[N:12]([CH3:14])[CH:13]=2)[CH:7]=1.[CH2:26]([S:28](Cl)(=[O:30])=[O:29])[CH3:27].CS(Cl)(=O)=[O:34]>>[CH3:14][N:12]1[CH:13]=[C:8]([C:6]2[CH:7]=[C:2]([NH:1][S:28]([CH2:26][CH3:27])(=[O:30])=[O:29])[CH:3]=[CH:4][C:5]=2[O:19][CH:20]2[CH2:25][CH2:24][O:34][CH2:21]2)[C:9]2[CH:18]=[CH:17][NH:16][C:10]=2[C:11]1=[O:15]. Reported procedure: Example 66 was prepared according to the procedure used in method A of Example 4, substituting the product of Example 31b for the product of Example 3, and ethanesulfonyl chloride for methanesulfonyl chloride, respectively, to provide the title compound. 1H NMR (300 MHz, DMSO-d6) δ 1.22 (t, J=7.3 Hz, 3H), 1.93-1.80 (m, 1H), 2.20-2.04 (m, 1H), 3.02 (q, J=7.3 Hz, 2H), 3.55 (s, 3H), 3.65 (m, 3H), 3.82 (dd, J=10.0, 4.5 Hz, 1H), 5.00-4.91 (m, 1H), 6.16 (t, J=2.3 Hz, 1H), 7.06 (d, J=8.8 Hz, 1H), 7.16 ... Reactants: FC(C(=O)O)(F)F.FC([C@](C)(O)C1=CC=C(C=C1)N1[C@H](CN(CC1)S(=O)(=O)C=1SC=CC1)CC1=CC=NC=C1)(F)F ((2R)-1,1,1-trifluoro-2-(4-((2S)-2-(4-pyridinylmethyl)-4-(2-thiophenylsulfonyl)-1-piperazinyl)phenyl)-2-propanol trifluoroacetate), C=1N=C(C2=C(N1)N(C=N2)[C@H]3[C@@H]([C@@H]([C@H](O3)COP(=O)(O)OP(=O)(O)OC[C@@H]4[C@H]([C@H]([C@@H](O4)N5C=CCC(=C5)C(=O)N)O)O)O)OP(=O)(O)O)N (NADPH), FC(C(=O)O)(F)F.FC([C@@](C)(O)C1=CC=C(C=C1)N1[C@@H](CN(CC1)S(=O)(=O)C=1SC=CC1)CC1=CC=NC=C1)(F)F ((2S)-1,1,1-trifluoro-2-(4-((2R)-2-(4-pyridinylmethyl)-4-(2-thiophenylsulfonyl)-1-piperazinyl)phenyl)-2-propanol trifluoroacetate), FC(C(=O)O)(F)F.FC([C@@](C)(O)C1=CC=C(C=C1)N1[C@H](CN(CC1)S(=O)(=O)C=1SC=CC1)CC1=CC=NC=C1)(F)F ((2S)-1,1,1-trifluoro-2-(4-((2S)-2-(4-pyridinylmethyl)-4-(2-thiophenylsulfonyl)-1-piperazinyl)phenyl)-2-propanol trifluoroacetate). The product is FC(C(=O)O)(F)F.FC([C@](C)(O)C1=CC=C(C=C1)N1[C@@H](CN(CC1)S(=O)(=O)C=1SC=CC1)CC1=CC=NC=C1)(F)F ((2R)-1,1,1-trifluoro-2-(4-((2R)-2-(4-pyridinylmethyl)-4-(2-thiophenylsulfonyl)-1-piperazinyl)phenyl)-2-propanol trifluoroacetate). RXN SMILES: [F:1][C:2]([F:7])([F:6])[C:3]([OH:5])=[O:4].[F:8][C:9]([F:41])([F:40])[C@@:10]([C:13]1[CH:18]=[CH:17][C:16]([N:19]2[CH2:24][CH2:23][N:22]([S:25]([C:28]3[S:29][CH:30]=[CH:31][CH:32]=3)(=[O:27])=[O:26])[CH2:21][C@@H:20]2[CH2:33][C:34]2[CH:39]=[CH:38][N:37]=[CH:36][CH:35]=2)=[CH:15][CH:14]=1)([OH:12])[CH3:11].FC(F)(F)C(O)=O.FC(F)(F)[C@](C1C=CC(N2CCN(S(C3SC=CC=3)(=O)=O)C[C@H]2CC2C=CN=CC=2)=CC=1)(O)C.FC(F)(F)C(O)=O.FC(F)(F)[C@](C1C=CC(N2CCN(S(C3SC=CC=3)(=O)=O)C[C@@H]2CC2C=CN=CC=2)=CC=1)(O)C.C1N=C(N)C2N=CN([C@@H]3O[C@H](COP(OP(OC[C@H]4O[C@@H](N5C=C(C(N)=O)CC=C5)[C@H](O)[C@@H]4O)(O)=O)(O)=O)[C@@H](O)[C@H]3OP(O)(O)=O)C=2N=1>>[F:1][C:2]([F:7])([F:6])[C:3]([OH:5])=[O:4].[F:41][C:9]([F:8])([F:40])[C@@:10]([C:13]1[CH:14]=[CH:15][C:16]([N:19]2[CH2:24][CH2:23][N:22]([S:25]([C:28]3[S:29][CH:30]=[CH:31][CH:32]=3)(=[O:27])=[O:26])[CH2:21][C@H:20]2[CH2:33][C:34]2[CH:35]=[CH:36][N:37]=[CH:38][CH:39]=2)=[CH:17][CH:18]=1)([OH:12])[CH3:11] |f:0.1,2.3,4.5,7.8|. Procedure: (2R)-1,1,1-trifluoro-2-(4-((2S)-2-(4-pyridinylmethyl)-4-(2-thiophenylsulfonyl)-1-piperazinyl)phenyl)-2-propanol trifluoroacetate; (2S)-1,1,1-trifluoro-2-(4-((2R)-2-(4-pyridinylmethyl)-4-(2-thiophenylsulfonyl)-1-piperazinyl)phenyl)-2-propanol trifluoroacetate; (2S)-1,1,1-trifluoro-2-(4-((2S)-2-(4-pyridinylmethyl)-4-(2-thiophenylsulfonyl)-1-piperazinyl)phenyl)-2-propanol trifluoroacetate. 1H NMR (300 MHz, CD3OD) δ 8.61 (d, J=6.4 Hz, 2H), 7.80-7.93 (m, 3H), 7.62 (dd, J=3.8, 1.2 Hz, 1H), 7.43 (d, J=...